This data is from the Open Reaction Database (ORD), a public repository of structured organic reaction records. The task is: describe an organic reaction: reactants, conditions, products, and yield The product is CC(NC=O)c1ccncc1. As a reaction SMILES: [CH:10](=[O:11])[NH2:12].[CH:15]([OH:16])=[O:17].[Na+:14].[OH-:13].[OH2:18].[n:1]1[cH:2][cH:3][c:4]([C:7]([CH3:8])=[O:9])[cH:5][cH:6]1>>[n:1]1[cH:2][cH:3][c:4]([CH:7]([CH3:8])[NH:12][CH:10]=[O:11])[cH:5][cH:6]1. The reactants are NC=O, O=CO, [Na+], [OH-], O, CC(=O)c1ccncc1. Reactants: [N+](=O)([O-])C1=CC(=C(C=C(C(C)=O)C(C)=O)C=C1)C(F)(F)F (3-[4-nitro-2-(trifluoromethyl)benzylidene]pentane-2,4-dione), NC1=CC(NC=C1)=O (4-aminopyridin-2(1H)-one). Solvent: C(C)(C)O (isopropanol). Product: C(C)(=O)C1=C(NC=2C=CNC(C2C1C1=C(C=C(C=C1)[N+](=O)[O-])C(F)(F)F)=O)C (3-Acetyl-2-methyl-4-[4-nitro-2-(trifluoromethyl)phenyl]-4,6-dihydro-1,6-naphthyridin-5(1H)-one). As a reaction SMILES: [N+:1]([C:4]1[CH:17]=[CH:16][C:7]([CH:8]=[C:9]([C:13](=[O:15])[CH3:14])[C:10](=O)[CH3:11])=[C:6]([C:18]([F:21])([F:20])[F:19])[CH:5]=1)([O-:3])=[O:2].[NH2:22][C:23]1[CH:28]=[CH:27][NH:26][C:25](=[O:29])[CH:24]=1>C(O)(C)C>[C:13]([C:9]1[CH:8]([C:7]2[CH:16]=[CH:17][C:4]([N+:1]([O-:3])=[O:2])=[CH:5][C:6]=2[C:18]([F:19])([F:20])[F:21])[C:24]2[C:25](=[O:29])[NH:26][CH:27]=[CH:28][C:23]=2[NH:22][C:10]=1[CH3:11])(=[O:15])[CH3:14]. Procedure: 1.28 g (4.24 mmol) of 3-[4-nitro-2-(trifluoromethyl)benzylidene]pentane-2,4-dione and 484 mg (4.24 mmol) of 4-aminopyridin-2(1H)-one [Searls, T., McLaughlin, L. W., Tetrahedron 55, 11985-11996 (1999)] are dissolved in 25 ml of isopropanol and heated under reflux under argon for 12 h. Cooling is followed by filtration, and the remaining solid is washed with diethyl ether (40 ml). 990 mg (58% of theory) of the title compound are obtained as a white solid. Reactants: FC1=C(C=C(C=C1)[N+](=O)[O-])C=1OC2=C(N1)C=C(C=C2)C2=CC=CC=C2 (2-(2-fluoro-5-nitrophenyl)-5-phenylbenzoxazole), COCCN (2-methoxyethylamine). The product is [N+](=O)([O-])C=1C=CC(=C(C1)C=1OC2=C(N1)C=C(C=C2)C2=CC=CC=C2)NCCOC (2-(5-Nitro-2-(2-methoxyethylamino)phenyl)-5-phenylbenzoxazole). Reaction SMILES: F[C:2]1[CH:7]=[CH:6][C:5]([N+:8]([O-:10])=[O:9])=[CH:4][C:3]=1[C:11]1[O:12][C:13]2[CH:19]=[CH:18][C:17]([C:20]3[CH:25]=[CH:24][CH:23]=[CH:22][CH:21]=3)=[CH:16][C:14]=2[N:15]=1.[CH3:26][O:27][CH2:28][CH2:29][NH2:30]>>[N+:8]([C:5]1[CH:6]=[CH:7][C:2]([NH:30][CH2:29][CH2:28][O:27][CH3:26])=[C:3]([C:11]2[O:12][C:13]3[CH:19]=[CH:18][C:17]([C:20]4[CH:25]=[CH:24][CH:23]=[CH:22][CH:21]=4)=[CH:16][C:14]=3[N:15]=2)[CH:4]=1)([O-:10])=[O:9]. Reported procedure: Prepared by the method of Example 54a), from 2-(2-fluoro-5-nitrophenyl)-5-phenylbenzoxazole (200 mg, 0.60 mmol), and 2-methoxyethylamine (3 ml) the subtitle compound was obtained (216 mg, 93%). MS 390 m/z (M+H)+. Reactants: Cl.Cl.NC1=CC2=C(CCN(CC2)CC2=CC=C(C=C2)Cl)S1 (2-amino-6-(4-chlorobenzyl)-5,6,7,8-tetrahydro-4H-thieno[2,3-d]azepine dihydrochloride), [S-]C#N.[K+] (potassium thiocyanate), BrBr (bromine). Yields the product Cl.Cl.NC=1SC2=C(SC=3CCN(CCC32)CC3=CC=C(C=C3)Cl)N1 (2-Amino-7-(4-chlorobenzyl)-6,7,8,9-tetrahydro-5H-thiazolo[4',5':5,4]thieno[2,3-d]azepine dihydrochloride). RXN SMILES: [ClH:1].Cl.[NH2:3][C:4]1[S:21][C:7]2[CH2:8][CH2:9][N:10]([CH2:13][C:14]3[CH:19]=[CH:18][C:17]([Cl:20])=[CH:16][CH:15]=3)[CH2:11][CH2:12][C:6]=2[CH:5]=1.[S-:22][C:23]#[N:24].[K+].BrBr>>[ClH:20].[ClH:1].[NH2:24][C:23]1[S:22][C:5]2[C:6]3[CH2:12][CH2:11][N:10]([CH2:13][C:14]4[CH:19]=[CH:18][C:17]([Cl:20])=[CH:16][CH:15]=4)[CH2:9][CH2:8][C:7]=3[S:21][C:4]=2[N:3]=1 |f:0.1.2,3.4,6.7.8|. Procedure: This compound was prepared from 2-amino-6-(4-chlorobenzyl)-5,6,7,8-tetrahydro-4H-thieno[2,3-d]azepine dihydrochloride, potassium thiocyanate and bromine analogous to Example 1.